Dataset: the Open Reaction Database (ORD), a public repository of structured organic reaction records. Task: describe an organic reaction: reactants, conditions, products, and yield The reactants are [BH4-], CO, COc1ccc(-c2ccnc(Cl)n2)cc1C=O, [Na+]. The product is COc1ccc(-c2ccnc(Cl)n2)cc1CO. RXN SMILES: [BH4-:18].[CH3:20][OH:21].[Cl:1][c:2]1[n:3][cH:4][cH:5][c:6](-[c:8]2[cH:9][cH:10][c:11]([O:16][CH3:17])[c:12]([CH:13]=[O:14])[cH:15]2)[n:7]1.[Na+:19]>>[Cl:1][c:2]1[n:3][cH:4][cH:5][c:6](-[c:8]2[cH:9][cH:10][c:11]([O:16][CH3:17])[c:12]([CH2:13][OH:14])[cH:15]2)[n:7]1. Product: CCN(NC(=O)c1nc(Cl)cc(C)c1NC(=O)c1cc(Br)nn1-c1ncccc1Cl)C(=O)OC. Reaction SMILES: [Cl:1][c:2]1[cH:3][c:4]([CH3:30])[c:5]([NH:14][C:15](=[O:16])[c:17]2[n:18](-[c:23]3[n:24][cH:25][cH:26][cH:27][c:28]3[Cl:29])[n:19][c:20]([Br:22])[cH:21]2)[c:6]([C:8](=[O:9])[NH:10][NH:11][CH2:12][CH3:13])[n:7]1.[Cl:31][C:32](=[O:33])[O:34][CH3:35].[cH:36]1[cH:37][cH:38][n:39][cH:40][cH:41]1>>[Cl:1][c:2]1[cH:3][c:4]([CH3:30])[c:5]([NH:14][C:15](=[O:16])[c:17]2[n:18](-[c:23]3[n:24][cH:25][cH:26][cH:27][c:28]3[Cl:29])[n:19][c:20]([Br:22])[cH:21]2)[c:6]([C:8](=[O:9])[NH:10][N:11]([CH2:12][CH3:13])[C:32](=[O:33])[O:34][CH3:35])[n:7]1. Starting materials: CCNNC(=O)c1nc(Cl)cc(C)c1NC(=O)c1cc(Br)nn1-c1ncccc1Cl, COC(=O)Cl, c1ccncc1. Reactants: Cl.ClCC1=CC=NC=C1 (4-chloromethyl-pyridine hydrochloride), C1=CC=C(C=C1)P(C2=CC=CC=C2)C3=CC=CC=C3 (PPh3). The solvent is CC#N (MeCN), C1(=CC=CC=C1)C (toluene). Yields the product Cl.[Cl-].C1(=CC=CC=C1)[P+](CC1=CC=NC=C1)(C1=CC=CC=C1)C1=CC=CC=C1 (triphenyl(4-pyridylmethyl)phosphonium chloride hydrochloride). Yield: 93.4%. As a reaction SMILES: [ClH:1].[Cl:2][CH2:3][C:4]1[CH:9]=[CH:8][N:7]=[CH:6][CH:5]=1.[CH:10]1[CH:15]=[CH:14][C:13]([P:16]([C:23]2[CH:28]=[CH:27][CH:26]=[CH:25][CH:24]=2)[C:17]2[CH:22]=[CH:21][CH:20]=[CH:19][CH:18]=2)=[CH:12][CH:11]=1>CC#N.C1(C)C=CC=CC=1>[ClH:2].[Cl-:1].[C:23]1([P+:16]([C:13]2[CH:12]=[CH:11][CH:10]=[CH:15][CH:14]=2)([C:17]2[CH:22]=[CH:21][CH:20]=[CH:19][CH:18]=2)[CH2:3][C:4]2[CH:9]=[CH:8][N:7]=[CH:6][CH:5]=2)[CH:24]=[CH:25][CH:26]=[CH:27][CH:28]=1 |f:0.1,5.6.7|. Procedure details: step 1—To a suspension of 4-chloromethyl-pyridine hydrochloride (2.72 g, 16.6 mmol) in MeCN (20 mL) was added PPh3 (4.57 g, 17.4 mmol). The mixture was warmed to reflux. After 18 h the mixture was cooled taken up in 20 mL toluene and filtered. The collected solid was washed with toluene and dried in vacuum to afford triphenyl(4-pyridylmethyl)phosphonium chloride hydrochloride (6.61 g, 94%) as a white solid. Product: C(\C=C\C(=O)O)(=O)O.C(CC(C)C)SC1=NSN=C1C1CN2CCC1CC2 (3-(3-isopentylthio-1,2,5-thiadiazol-4-yl)-1-azabicyclo[2.2.2]octane fumarate). Starting materials: ClC1=NSN=C1C1CN2CCC1CC2 (3-(3-chloro-1,2,5-thiadiazol-4-yl)-1-azabicyclo[2.2.2]octane), ClC1=NSN=C1C1CN2CCC1CC2 (3-(3-chloro-1,2,5-thiadiazol-4-yl)-1-azabicyclo[2.2.2]octane), O.S.[Na] (sodiumhydrogen sulfide monohydrate), C([O-])([O-])=O.[K+].[K+] (potassium carbonate), CN(C)C=O (DMF), BrCCC(C)C (1-bromo-3-methylbutane), CN(C)C=O (DMF). As a reaction SMILES: Cl[C:2]1[C:6]([CH:7]2[CH:12]3[CH2:13][CH2:14][N:9]([CH2:10][CH2:11]3)[CH2:8]2)=[N:5][S:4][N:3]=1.[OH2:15].[SH2:16].[Na].[C:18](=[O:21])([O-:20])[O-].[K+].[K+].Br[CH2:25][CH2:26][CH:27]([CH3:29])[CH3:28].CN([CH:33]=[O:34])C>O>[C:33]([OH:34])(=[O:15])/[CH:13]=[CH:14]/[C:18]([OH:20])=[O:21].[CH2:25]([S:16][C:2]1[C:6]([CH:7]2[CH:12]3[CH2:13][CH2:14][N:9]([CH2:10][CH2:11]3)[CH2:8]2)=[N:5][S:4][N:3]=1)[CH2:26][CH:27]([CH3:29])[CH3:28] |f:1.2.3,4.5.6,10.11,^1:16|. Conditions: time 3 hour. Reported procedure: A solution of 3-(3-chloro-1,2,5-thiadiazol-4-yl)-1-azabicyclo[2.2.2]octane (Compound 8) (420 mg, 1.83 mmol), sodiumhydrogen sulfide monohydrate (245 mg, 3.70 mmol) and potassium carbonate (780 mg, 5.64 mmol) in DMF (20 ml) was stirred at room temperature for 2 h. A solution of 1-bromo-3-methylbutane (420 mg, 2.75 mmol) in DMF (5 ml) was added, and the reaction mixture was stirred at room temperature for 3 h. Water (20 ml) was added and the mixture was extracted with ethyl acetate (3×100 ml). The... The solvent is O (Water). The reactants are COC(CN1C(=C(C2=CC(=CC=C12)F)CC=1C(=NC=CC1)S(=O)(=O)C1=CC(=CC=C1)Cl)C)=O ({3-[2-(3-chlorobenzenesulfonyl)pyridin-3-ylmethyl]-5-fluoro-2-methylindol-1-yl}acetic acid methyl ester), [OH-].[Li+] (lithium hydroxide). Run in O1CCCC1 (tetrahydrofuran). Reaction conditions: time 1 hour. Product: ClC=1C=C(C=CC1)S(=O)(=O)C1=NC=CC=C1CC1=C(N(C2=CC=C(C=C12)F)CC(=O)O)C ({3-[2-(3-chlorobenzenesulfonyl)pyridin-3-ylmethyl]-5-fluoro-2-methylindol-1-yl}acetic acid). Isolated yield 87.5%. Reaction SMILES: C[O:2][C:3](=[O:33])[CH2:4][N:5]1[C:13]2[C:8](=[CH:9][C:10]([F:14])=[CH:11][CH:12]=2)[C:7]([CH2:15][C:16]2[C:17]([S:22]([C:25]3[CH:30]=[CH:29][CH:28]=[C:27]([Cl:31])[CH:26]=3)(=[O:24])=[O:23])=[N:18][CH:19]=[CH:20][CH:21]=2)=[C:6]1[CH3:32].[OH-].[Li+]>O1CCCC1>[Cl:31][C:27]1[CH:26]=[C:25]([S:22]([C:17]2[C:16]([CH2:15][C:7]3[C:8]4[C:13](=[CH:12][CH:11]=[C:10]([F:14])[CH:9]=4)[N:5]([CH2:4][C:3]([OH:33])=[O:2])[C:6]=3[CH3:32])=[CH:21][CH:20]=[CH:19][N:18]=2)(=[O:24])=[O:23])[CH:30]=[CH:29][CH:28]=1 |f:1.2|. Procedure details: A mixture of {3-[2-(3-chlorobenzenesulfonyl)pyridin-3-ylmethyl]-5-fluoro-2-methylindol-1-yl}acetic acid methyl ester (0.10 g) and tetrahydrofuran (5.0 mL) was treated with 1.0 M aqueous lithium hydroxide solution (0.31 mL), and the resulting mixture was stirred at room temperature for 1 hour. The mixture was concentrated under reduced pressure and the pH adjusted to 4 by the addition of 0.1 M aqueous hydrochloric acid solution. The mixture was extracted with ethyl acetate and the combined extrac... The reactants are BrC=1C=C2C=NNC2=CC1C (5-bromo-6-methyl-1H-indazole), BrC=1C=C2C=NNC2=CC1F (5-bromo-6-fluoro-1H-indazole), C(C)(C)(C)[Li] (t-butyl lithium), C(=O)=O (carbon dioxide). Product: CC1=C(C=C2C=NNC2=C1)C(=O)O (6-methyl-1H-indazole-5-carboxylic acid). RXN SMILES: Br[C:2]1[CH:3]=[C:4]2[C:8](=[CH:9][C:10]=1[CH3:11])[NH:7][N:6]=[CH:5]2.BrC1C=C2C(=CC=1F)NN=C2.C([Li])(C)(C)C.[C:28](=[O:30])=[O:29]>>[CH3:11][C:10]1[CH:9]=[C:8]2[C:4]([CH:5]=[N:6][NH:7]2)=[CH:3][C:2]=1[C:28]([OH:30])=[O:29]. Procedure: This compound was prepared in a manner similar to that shown in Scheme 3, using 5-bromo-6-methyl-1H-indazole as the starting material, which was prepared in a manner similar to that of 5-bromo-6-fluoro-1H-indazole. The starting material was treated with t-butyl lithium and carbon dioxide to yield 6-methyl-1H-indazole-5-carboxylic acid, which was in turn treated with thiosemicarbazide and polyphosphoric acid to form 94. Starting materials: COC=CC#N, COCCOC, Cl, [H-], NC=CC(=O)C(F)(F)F, [Na+], O. The product is N#CC=CNC=CC(=O)C(F)(F)F. Reaction SMILES: [CH3:12][O:13][CH:14]=[CH:15][C:16]#[N:17].[CH3:19][O:20][CH2:21][CH2:22][O:23][CH3:24].[ClH:18].[H-:1].[NH2:3][CH:4]=[CH:5][C:6]([C:7]([F:8])([F:9])[F:10])=[O:11].[Na+:2].[OH2:25]>>[NH:3]([CH:4]=[CH:5][C:6]([C:7]([F:8])([F:9])[F:10])=[O:11])[CH:14]=[CH:15][C:16]#[N:17].